Dataset: the Open Reaction Database (ORD), a public repository of structured organic reaction records. Task: describe an organic reaction: reactants, conditions, products, and yield The reactants are Cl (hydrochloric acid), aqueous solution, [OH-].[K+] (potassium hydroxide), C(C)OC(=O)COC1=C(C(C=CC2=CC=C(C=C2)OC)=O)C(=CC(=C1CC=C(C)C)OC)OC (2'-ethoxycarbonylmethoxy-4,4',6'-trimethoxy-3'-(3-methyl-2-butenyl)chalcone). Solvent: O1CCOCC1 (dioxane). Reaction conditions: time 30 minute. Product: C(=O)(O)COC1=C(C(C=CC2=CC=C(C=C2)OC)=O)C(=CC(=C1CC=C(C)C)OC)OC (2'-carboxymethoxy-4,4',6'-trimethoxy-3'-(3-methyl-2-butenyl)chalcone). The yield is 83.0%. As a reaction SMILES: C([O:3][C:4]([CH2:6][O:7][C:8]1[C:25]([CH2:26][CH:27]=[C:28]([CH3:30])[CH3:29])=[C:24]([O:31][CH3:32])[CH:23]=[C:22]([O:33][CH3:34])[C:9]=1[C:10](=[O:21])[CH:11]=[CH:12][C:13]1[CH:18]=[CH:17][C:16]([O:19][CH3:20])=[CH:15][CH:14]=1)=[O:5])C.[OH-].[K+].Cl>O1CCOCC1>[C:4]([CH2:6][O:7][C:8]1[C:25]([CH2:26][CH:27]=[C:28]([CH3:30])[CH3:29])=[C:24]([O:31][CH3:32])[CH:23]=[C:22]([O:33][CH3:34])[C:9]=1[C:10](=[O:21])[CH:11]=[CH:12][C:13]1[CH:14]=[CH:15][C:16]([O:19][CH3:20])=[CH:17][CH:18]=1)([OH:5])=[O:3] |f:1.2|. Reported procedure: Then, 23.7 g of 2'-ethoxycarbonylmethoxy-4,4',6'-trimethoxy-3'-(3-methyl-2-butenyl)chalcone was dissolved in 100 ml of dioxane, and 100 ml of a 5% aqueous solution of potassium hydroxide was added to the solution and the mixture was stirred at room temperature for 30 minutes to effect a reaction. After the reaction, the reaction mixture was made acidic by hydrochloric acid to obtain a yellow precipitate. The precipitate was recovered by filtration, washed with water, dried and recrystallized fro... Starting materials: O[C@@H]1[C@]2(C)[C@@H](CC1)[C@@H]1CCC3=CC(C[C@@H]([C@]3(CO)[C@H]1CC2)C)=O (17β,19-dihydroxy-1α-methyl-4-androsten-3-one), 17β,19-dihydroxy-1α,17α-dimethyl-4-androsten-3-one, O[C@@H]1[C@]2(C)[C@@H](CC1)[C@@H]1[C@@H](CC3=CC(C[C@@H]([C@]3(CO)[C@H]1CC2)C)=O)C (17β,19-dihydroxy-1α,7α-dimethyl-4-androsten-3-one), O[C@@H]1[C@]2(C)[C@@H](CC1)[C@@H]1C[C@@H](C3=CC(C[C@@H]([C@]3(CO)[C@H]1CC2)C)=O)C (17β,19-dihydroxy-1α,6α-dimethyl-4-androsten-3-one), OC[C@]12[C@H](CC(C=C1CC[C@H]1[C@@H]3CCC([C@@]3(C)CC[C@H]21)=O)=O)C (19-hydroxy-1α-methyl-4-androstene-3,17-dione). Yields the product 17β,19-dihydroxy-1α,17α-dimethyl-5-androsten-3-one, O[C@@H]1[C@]2(C)[C@@H](CC1)[C@@H]1CC(=C3CC(C[C@@H]([C@]3(CO)[C@H]1CC2)C)=O)C (17β,19-dihydroxy-1α,6-dimethyl-5-androsten-3-one), OC[C@]12[C@H](CC(CC1=CC[C@H]1[C@@H]3CCC([C@@]3(C)CC[C@H]21)=O)=O)C (19-hydroxy-1α-methyl-5-androstene-3,17-dione), O[C@@H]1[C@]2(C)[C@@H](CC1)[C@@H]1[C@@H](C=C3CC(C[C@@H]([C@]3(CO)[C@H]1CC2)C)=O)C (17β,19-dihydroxy-1α,7α-dimethyl-5-androsten-3-one). As a reaction SMILES: [OH:1][C@H:2]1[CH2:7][CH2:6][C@H:5]2[C@H:8]3[C@H:19]([CH2:20][CH2:21][C@:3]12[CH3:4])[C@:16]1([CH2:17][OH:18])[C:11](=[CH:12][C:13](=[O:23])[CH2:14][C@@H:15]1[CH3:22])[C@@H:10]([CH3:24])[CH2:9]3.[OH:25][CH2:26][C@@:27]12[C@@H:44]3[C@H:35]([C@H:36]4[C@@:40]([CH2:42][CH2:43]3)([CH3:41])[C:39](=[O:45])[CH2:38][CH2:37]4)[CH2:34][CH2:33][C:32]1=[CH:31][C:30](=[O:46])[CH2:29][C@@H:28]2[CH3:47].[OH:48][C@H:49]1[CH2:54][CH2:53][C@H:52]2[C@H:55]3[C@H:66]([CH2:67][CH2:68][C@:50]12[CH3:51])[C@:63]1([CH2:64][OH:65])[C:58](=[CH:59][C:60](=[O:70])[CH2:61][C@@H:62]1[CH3:69])[CH2:57][C@H:56]3[CH3:71].O[C@H]1CC[C@H]2[C@H]3[C@H](CC[C@]12C)[C@]1(CO)C(=CC(=O)C[C@@H]1C)CC3>>[OH:1][C@H:2]1[CH2:7][CH2:6][C@H:5]2[C@H:8]3[C@H:19]([CH2:20][CH2:21][C@:3]12[CH3:4])[C@:16]1([CH2:17][OH:18])[C:11]([CH2:12][C:13](=[O:23])[CH2:14][C@@H:15]1[CH3:22])=[C:10]([CH3:24])[CH2:9]3.[OH:25][CH2:26][C@@:27]12[C@@H:44]3[C@H:35]([C@H:36]4[C@@:40]([CH2:42][CH2:43]3)([CH3:41])[C:39](=[O:45])[CH2:38][CH2:37]4)[CH2:34][CH:33]=[C:32]1[CH2:31][C:30](=[O:46])[CH2:29][C@@H:28]2[CH3:47].[OH:48][C@H:49]1[CH2:54][CH2:53][C@H:52]2[C@H:55]3[C@H:66]([CH2:67][CH2:68][C@:50]12[CH3:51])[C@:63]1([CH2:64][OH:65])[C:58]([CH2:59][C:60](=[O:70])[CH2:61][C@@H:62]1[CH3:69])=[CH:57][C@H:56]3[CH3:71]. Reported procedure: Substituting 17β,19-dihydroxy-1α,17α-dimethyl-4-androsten-3-one, 17β,19-dihydroxy-1α,6α-dimethyl-4-androsten-3-one, 19-hydroxy-1α-methyl-4-androstene-3,17-dione and 17β,19-dihydroxy-1α,7α-dimethyl-4-androsten-3-one for the 17β,19-dihydroxy-1α-methyl-4-androsten-3-one above results in the formation of 17β,19-dihydroxy-1α,17α-dimethyl-5-androsten-3-one, 17β,19-dihydroxy-1α,6-dimethyl-5-androsten-3-one, 19-hydroxy-1α-methyl-5-androstene-3,17-dione and 17β,19-dihydroxy-1α,7α-dimethyl-5-androsten-3-o... Yields the product C#Cc1cccc(C(=O)OC(C)C)c1. The reactants are CCCC[N+](CCCC)(CCCC)CCCC, CC(C)OC(=O)c1cccc(C#C[Si](C)(C)C)c1, [F-], C1CCOC1, O. As a reaction SMILES: [CH2:20]([N+:21]([CH2:22][CH2:23][CH2:24][CH3:25])([CH2:26][CH2:27][CH2:28][CH3:29])[CH2:30][CH2:31][CH2:32][CH3:33])[CH2:34][CH2:35][CH3:36].[CH:1]([CH3:2])([CH3:3])[O:4][C:5]([c:6]1[cH:7][c:8]([C:12]#[C:13][Si:14]([CH3:15])([CH3:16])[CH3:17])[cH:9][cH:10][cH:11]1)=[O:18].[F-:19].[O:38]1[CH2:39][CH2:40][CH2:41][CH2:42]1.[OH2:37]>>[CH:1]([CH3:2])([CH3:3])[O:4][C:5]([c:6]1[cH:7][c:8]([C:12]#[CH:13])[cH:9][cH:10][cH:11]1)=[O:18]. Starting materials: C([O-])([O-])=O.[K+].[K+] (Potassium carbonate), BrCC(=O)C=1SC=CC1 (2-bromo-1-(thiophen-2-yl)ethanone), BrC1=CC=C(C(C=O)=C1)O (5-bromosalicylaldehyde). RXN SMILES: C(=O)([O-])[O-].[K+].[K+].Br[CH2:8][C:9]([C:11]1[S:12][CH:13]=[CH:14][CH:15]=1)=[O:10].[Br:16][C:17]1[CH:24]=[C:21]([CH:22]=O)[C:20]([OH:25])=[CH:19][CH:18]=1>CC(C)=O>[Br:16][C:17]1[CH:18]=[CH:19][C:20]2[O:25][C:8]([C:9]([C:11]3[S:12][CH:13]=[CH:14][CH:15]=3)=[O:10])=[CH:22][C:21]=2[CH:24]=1 |f:0.1.2|. Procedure: Potassium carbonate (12.0 g, 0.087 mol) and subsequently 2-bromo-1-(thiophen-2-yl)ethanone (7.0 g, 0.034 mol; prepared as described in J. Med. Chem. 30, 1497 (1987)) were added to a stirred solution of 5-bromosalicylaldehyde (6.9 g, 0.034 mol) in acetone (150 mL). The mixture was stirred at ambient temperature for 30 min at first and then refluxed for 1 h. Solid mass was filtered off, washed with hot acetone (2×50 mL) and the filtrate was evaporated in vacuo. The residue (11.3 g) was crystallize... Yields the product BrC1=CC2=C(OC(=C2)C(=O)C=2SC=CC2)C=C1 ((5-bromobenzo[b]furan-2-yl)-(thiophen-2-yl)methanone). Solvent: CC(=O)C (acetone). Run at time 30 minute. Reactants: CS(=O)C (dimethylsulfoxide), [N+](=O)([O-])C1=CN=C(S1)SC1=NN=NN1 (5-[(5-Nitrothiazol-2-yl)mercapto]tetrazole), C([O-])([O-])=O.[K+].[K+] (potassium carbonate), CI (methyl iodide). Run in CN(C=O)C (dimethylformamide), CN(C=O)C (dimethyl formamide), O (water). Reaction conditions: time 8 hour. The product is [N+](=O)([O-])C1=CN=C(S1)SC=1N=NN(N1)C (5-[(5-Nitrothiazol-2-yl)mercapto]-2-methyltetrazole). Reaction SMILES: [N+:1]([C:4]1[S:8][C:7]([S:9][C:10]2[NH:14][N:13]=[N:12][N:11]=2)=[N:6][CH:5]=1)([O-:3])=[O:2].[CH3:15]S(C)=O.C(=O)([O-])[O-].[K+].[K+].CI>CN(C)C=O.O>[N+:1]([C:4]1[S:8][C:7]([S:9][C:10]2[N:14]=[N:13][N:12]([CH3:15])[N:11]=2)=[N:6][CH:5]=1)([O-:3])=[O:2] |f:2.3.4|. Procedure details: 5-[(5-Nitrothiazol-2-yl)mercapto]tetrazole (2.44 g) is dissolved in 20 mL of dimethyl formamide, or a mixture of dimethylformamide and dimethylsulfoxide, containing 1.4 g of potassium carbonate and 1.3 g of methyl iodide. After stirring overnight the mixture is diluted with 40 ml of water. The precipitate is collected by vacuum filtration, dried and purified by high performance liquid chromatography on a reversed phased C-18 column using a gradient of acetonitrile in water to give 0.5 g of the t... Starting materials: S1C(NC(C1)=O)=O (2,4-thiazolidine dione), N1CCCC1 (pyrrolidine), C(C)(=O)O (acetic acid), C(=O)C=1C=CC(=C(CNC(C2=CC=C(C=C2)C(F)(F)F)=O)C1)OC (N1-(5-formyl-2-methoxybenzyl)-4-(trifluoromethyl)benzamide). Solvent: C1(=CC=CC=C1)C (toluene). Yields the product O=C1SC(C(N1)=O)=CC=1C=CC(=C(CNC(C2=CC=C(C=C2)C(F)(F)F)=O)C1)OC (N1-[5-[(2,4-dioxo-1,3-thiazolane-5-ylidene)methyl]-2-methoxybenzyl)-4-(trifluoromethyl)benzamide). The yield is 72.3%. Reaction SMILES: [CH:1]([C:3]1[CH:4]=[CH:5][C:6]([O:23][CH3:24])=[C:7]([CH:22]=1)[CH2:8][NH:9][C:10](=[O:21])[C:11]1[CH:16]=[CH:15][C:14]([C:17]([F:20])([F:19])[F:18])=[CH:13][CH:12]=1)=O.[S:25]1[CH2:29][C:28](=[O:30])[NH:27][C:26]1=[O:31].N1CCCC1.C(O)(=O)C>C1(C)C=CC=CC=1>[O:31]=[C:26]1[NH:27][C:28](=[O:30])[C:29](=[CH:1][C:3]2[CH:4]=[CH:5][C:6]([O:23][CH3:24])=[C:7]([CH:22]=2)[CH2:8][NH:9][C:10](=[O:21])[C:11]2[CH:16]=[CH:15][C:14]([C:17]([F:18])([F:19])[F:20])=[CH:13][CH:12]=2)[S:25]1. Reported procedure: 1.5 g of N1-(5-formyl-2-methoxybenzyl)-4-(trifluoromethyl)benzamide was dissolved in 15 ml toluene, and 0.52 g of 2,4-thiazolidine dione, 36 mg pyrrolidine and 30 mg acetic acid were added thereto, and the mixture was heated under reflux for 2 hours with a Dean-Stark apparatus. After cooling to room temperature, the precipitated crystals were collected by filtration, washed with ethyl acetate and then dried, to give 1.4 g of N1-[5-[(2,4-dioxo-1,3-thiazolane-5-ylidene)methyl]-2-methoxybenzyl)-4-(...